Dataset: the Open Reaction Database (ORD), a public repository of structured organic reaction records. Task: describe an organic reaction: reactants, conditions, products, and yield Reactants: ClC=1C=C(C=NC1Cl)N1C[C@@H]2CN([C@@H]2C1)C(=O)OC(C)(C)C (tert-Butyl (1R,5S)-3-(5,6-dichloro-3-pyridinyl)-3,6-diazabicyclo[3.2.0]heptane-6-carboxylate), O.C1(=CC=C(C=C1)S(=O)(=O)O)C (p-toluenesulfonic acid monohydrate). The solvent is C(C)(=O)OCC (ethyl acetate). Run at time 90 minute. Yields the product C1(=CC=C(C=C1)S(=O)(=O)O)C.ClC=1C=C(C=NC1Cl)N1C[C@@H]2CN[C@@H]2C1 ((1S,5S)-3-(5,6-Dichloro-3-pyridinyl)-3,6-diazabicyclo[3.2.0]heptane p-toluenesulfonate). RXN SMILES: [Cl:1][C:2]1[CH:3]=[C:4]([N:9]2[CH2:15][C@@H:14]3[C@@H:11]([CH2:12][N:13]3C(OC(C)(C)C)=O)[CH2:10]2)[CH:5]=[N:6][C:7]=1[Cl:8].O.[C:24]1([CH3:34])[CH:29]=[CH:28][C:27]([S:30]([OH:33])(=[O:32])=[O:31])=[CH:26][CH:25]=1>C(OCC)(=O)C>[C:24]1([CH3:34])[CH:25]=[CH:26][C:27]([S:30]([OH:33])(=[O:31])=[O:32])=[CH:28][CH:29]=1.[Cl:1][C:2]1[CH:3]=[C:4]([N:9]2[CH2:15][C@@H:14]3[C@@H:11]([CH2:12][NH:13]3)[CH2:10]2)[CH:5]=[N:6][C:7]=1[Cl:8] |f:1.2,4.5|. Reported procedure: The product of Example 3A (23.2 g) was dissolved in ethyl acetate (250 mL) and p-toluenesulfonic acid monohydrate (11.4 g, 60 mmol) was added. The solution was warmed to reflux and stirred for 90 minutes, cooled to room temperature, and allowed to stand for 12 hours to complete precipitation. The solid was isolated by filtration and dried to provide the title compound. mp 174-178° C.; [α]D20=−20.0° (MeOH, 0.105); 1H NMR (MeOH-d4, 300 MHz) δ 2.36 (s, 3H), 3.06 (dd, J=10.5, 6.1 Hz, 1H), 3.17 (dd, ... Starting materials: COCOc1ccc(C=CC(=O)c2c(OCOC)cc(OCOC)c(CC=C(C)C)c2OC(C)=O)cc1, C, CCO, [H][H], [Pd]. Product: COCOc1ccc(CCC(=O)c2c(OCOC)cc(OCOC)c(CC=C(C)C)c2OC(C)=O)cc1. Reaction SMILES: [C:1]([CH3:2])(=[O:3])[O:4][c:5]1[c:6]([C:7]([CH:8]=[CH:9][c:10]2[cH:11][cH:12][c:13]([O:16][CH2:17][O:18][CH3:19])[cH:14][cH:15]2)=[O:20])[c:21]([O:34][CH2:35][O:36][CH3:37])[cH:22][c:23]([O:30][CH2:31][O:32][CH3:33])[c:24]1[CH2:25][CH:26]=[C:27]([CH3:28])[CH3:29].[C:40].[CH3:42][CH2:43][OH:44].[H:38][H:39].[Pd:41]>>[C:1]([CH3:2])(=[O:3])[O:4][c:5]1[c:6]([C:7]([CH2:8][CH2:9][c:10]2[cH:11][cH:12][c:13]([O:16][CH2:17][O:18][CH3:19])[cH:14][cH:15]2)=[O:20])[c:21]([O:34][CH2:35][O:36][CH3:37])[cH:22][c:23]([O:30][CH2:31][O:32][CH3:33])[c:24]1[CH2:25][CH:26]=[C:27]([CH3:28])[CH3:29]. The reactants are [N+](=O)([O-])C1=CC(=C(S1)C=1C(=NN2C1N=C(C=C2C(CC)CC)C)C)C (3-(5-nitro-3-methyl-thiophene-2-yl)-7-(1-ethyl-propyl)-2,5-dimethyl-pyrazolo[1,5-a]pyrimidine), ClCCl (dichloromethane), C(C)(=O)Cl (acetyl chloride). Reagents/catalysts: [Pd] (palladium on carbon). Solvent: C1CCOC1 (THF). Reaction conditions: time 3 hour. The product is C(C)C(CC)C1=CC(=NC=2N1N=C(C2C2=C(C=C(S2)NC(C)=O)C)C)C (N-{5-[7-(1-Ethyl-propyl)-2,5-dimethylpyrazolo[1,5-a]pyrimidin-3-yl]-4-methyl-thiophen-2-yl}acetamide). Yield: 24.9%. As a reaction SMILES: [N+:1]([C:4]1[S:8][C:7]([C:9]2[C:10]([CH3:24])=[N:11][N:12]3[C:17]([CH:18]([CH2:21][CH3:22])[CH2:19][CH3:20])=[CH:16][C:15]([CH3:23])=[N:14][C:13]=23)=[C:6]([CH3:25])[CH:5]=1)([O-])=O.[C:26](Cl)(=[O:28])[CH3:27].ClCCl>C1COCC1.[Pd]>[CH2:19]([CH:18]([C:17]1[N:12]2[N:11]=[C:10]([CH3:24])[C:9]([C:7]3[S:8][C:4]([NH:1][C:26](=[O:28])[CH3:27])=[CH:5][C:6]=3[CH3:25])=[C:13]2[N:14]=[C:15]([CH3:23])[CH:16]=1)[CH2:21][CH3:22])[CH3:20]. Procedure: Dissolve 3-(5-nitro-3-methyl-thiophene-2-yl)-7-(1-ethyl-propyl)-2,5-dimethyl-pyrazolo[1,5-a]pyrimidine (0.33 g, 0.92 mmol) in THF (10 mL) with 10% palladium on carbon (0.10 g), degas with vacuum/hydrogen atmosphere flush (3×) and stir under a hydrogen atmosphere (55 psi) at room temperature for 3 h. Confirm the reaction is complete using TLC. Dilute the reaction with THF (50 mL) and filter through diatomaceous earth, followed by concentration to a crude orange oil (0.328 g). Dissolve the oil in ... The reactants are C(C(=O)Cl)(=O)Cl (Oxalyl chloride), C[C@@H](COC)OC=1C=C(C(=O)O)C=C(C1)OC1=CC2=C(C(N(CCO2)C)=O)C=C1 (3-{[(1S)-1-methyl-2-(methyloxy)ethyl]oxy}-5-[(4-methyl-5-oxo-2,3,4,5-tetrahydro-1,4-benzoxazepin-8-yl)oxy]benzoic acid), resultant mixture, NC1=NC=C(N=C1)C (2-amino-5-methylpyrazine), N1=CC=CC=C1 (pyridine). Reagents/catalysts: CN(C)C=O (DMF). Run in C(Cl)Cl (DCM), C(Cl)Cl (DCM). Conditions: time 4 hour. Product: C[C@@H](COC)OC=1C=C(C(=O)NC2=NC=C(N=C2)C)C=C(C1)OC1=CC2=C(C(N(CCO2)C)=O)C=C1 (3-{[(1S)-1-Methyl-2-(methyloxy)ethyl]oxy}-5-[(4-methyl-5-oxo-2,3,4,5-tetrahydro-1,4-benzoxazepin-8-yl)oxy]-N-(5-methylpyrazin-2-yl)benzamide). Yield: 45.8%. RXN SMILES: C(Cl)(=O)C(Cl)=O.[CH3:7][C@H:8]([O:12][C:13]1[CH:14]=[C:15]([CH:19]=[C:20]([O:22][C:23]2[CH:35]=[CH:34][C:26]3[C:27](=[O:33])[N:28]([CH3:32])[CH2:29][CH2:30][O:31][C:25]=3[CH:24]=2)[CH:21]=1)[C:16]([OH:18])=O)[CH2:9][O:10][CH3:11].[NH2:36][C:37]1[CH:42]=[N:41][C:40]([CH3:43])=[CH:39][N:38]=1.N1C=CC=CC=1>CN(C=O)C.C(Cl)Cl>[CH3:7][C@H:8]([O:12][C:13]1[CH:14]=[C:15]([CH:19]=[C:20]([O:22][C:23]2[CH:35]=[CH:34][C:26]3[C:27](=[O:33])[N:28]([CH3:32])[CH2:29][CH2:30][O:31][C:25]=3[CH:24]=2)[CH:21]=1)[C:16]([NH:36][C:37]1[CH:42]=[N:41][C:40]([CH3:43])=[CH:39][N:38]=1)=[O:18])[CH2:9][O:10][CH3:11]. Reported procedure: Oxalyl chloride (0.17 mL, 1.94 mmol) and DMF (1 drop) were added to a solution of 3-{[(1S)-1-methyl-2-(methyloxy)ethyl]oxy}-5-[(4-methyl-5-oxo-2,3,4,5-tetrahydro-1,4-benzoxazepin-8-yl)oxy]benzoic acid (625 mg, 1.56 mmol) in DCM (15 mL) and the mixture stirred at RT for 4 hours. The solvent was evaporated in vacuo to a residue which was added to a solution of 2-amino-5-methylpyrazine (255 mg, 2.34 mmol) and pyridine (0.64 mL, 7.8 mmol) in DCM (5 mL). The resultant mixture was heated at 60° C. in ... Reactants: B.CSC (borane dimethylsulfide), FC(C(CC(=C)C)(O)C(F)(F)F)(F)F (1,1,1-Trifluoro-2-trifluoromethyl-4-methyl-pent-4-en-2-ol), [OH-].[Na+] (NaOH), olefin. Solvent: C1CCOC1 (THF). The product is FC(C(CC(CO)C)(O)C(F)(F)F)(F)F (1,1,1-trifluoro-2-trifluoromethyl-4-methyl-2,5-pentanediol). The yield is 83.3%. RXN SMILES: B.CSC.[F:5][C:6]([F:18])([F:17])[C:7]([C:13]([F:16])([F:15])[F:14])([OH:12])[CH2:8][C:9]([CH3:11])=[CH2:10].[OH-:19].[Na+]>C1COCC1>[F:5][C:6]([F:17])([F:18])[C:7]([C:13]([F:14])([F:15])[F:16])([OH:12])[CH2:8][CH:9]([CH3:11])[CH2:10][OH:19] |f:0.1,3.4|. Reported procedure: To a 3-necked, 500 mL round bottomed flask equipped with an overhead stirrer, digital thermometer and a 125 mL constant-pressure addition funnel with a nitrogen inlet was added 27 mL (0.27 mol) of borane-dimethylsulfide complex (10.0M in THF). The addition funnel was charged with a solution of 50 g (0.23 mol) of 1,1,1-trifluoro-2-trifluoromethyl-4-methyl-pent-4-en-2-ol (1) in 140 mL of anhydrous THF. The flask was cooled and the olefin was added slowly with stirring while maintaining a temperatu... The reactants are CN1C(N(CC1)CC#C)=O (1-methyl-3-(2-propynyl)-2-imidazolidinone), CNC (dimethylamine), N1CCCC1 (pyrrolidine). Product: CN(CC#CCN1C(N(C=C1)C)=O)C (1,3-Dihydro-1-[4-(dimethylamino)-2-butynyl]-3-methyl-2H-imidazol-2-one). RXN SMILES: [CH3:1][N:2]1[CH2:6][CH2:5][N:4]([CH2:7][C:8]#[CH:9])[C:3]1=[O:10].[CH3:11][NH:12][CH3:13].N1CCC[CH2:15]1>>[CH3:11][N:12]([CH3:15])[CH2:13][C:9]#[C:8][CH2:7][N:4]1[CH:5]=[CH:6][N:2]([CH3:1])[C:3]1=[O:10]. Procedure details: This product, a liquid, was prepared according to Example 1, Part B by substituting 1,3-dihydro-1-methyl-3-(2-propynyl)-2H-imidazol-2-one for 1-methyl-3-(2-propynyl)-2-imidazolidinone and dimethylamine for pyrrolidine. Reactants: C=CCC(NC)C(=O)N1C(CC=C)CCC1C(=O)NCCc1ccccc1, Cc1ccccc1, ClCCl, O=C(O)C(F)(F)F. The product is C=CCC(N)C(=O)N1C(CC=C)CCC1C(=O)NCCc1ccccc1. Reaction SMILES: [CH2:1]([CH2:2][c:3]1[cH:4][cH:5][cH:6][cH:7][cH:8]1)[NH:9][C:10](=[O:11])[CH:12]1[N:13]([C:20]([CH:21]([CH2:22][CH:23]=[CH2:24])[NH:25][CH3:26])=[O:27])[CH:14]([CH2:17][CH:18]=[CH2:19])[CH2:15][CH2:16]1.[CH3:35][c:36]1[cH:37][cH:38][cH:39][cH:40][cH:41]1.[Cl:42][CH2:43][Cl:44].[OH:28][C:29]([C:30]([F:31])([F:32])[F:33])=[O:34]>>[CH2:1]([CH2:2][c:3]1[cH:4][cH:5][cH:6][cH:7][cH:8]1)[NH:9][C:10](=[O:11])[CH:12]1[N:13]([C:20]([CH:21]([CH2:22][CH:23]=[CH2:24])[NH2:25])=[O:27])[CH:14]([CH2:17][CH:18]=[CH2:19])[CH2:15][CH2:16]1.